Dataset: the Open Reaction Database (ORD), a public repository of structured organic reaction records. Task: describe an organic reaction: reactants, conditions, products, and yield The reactants are C(CC)N1C2=CC=CC=C2C=2C=CC=C(C12)C1=CC=CC=C1 (N-propylphenylcarbazole), O=P(Cl)(Cl)Cl (POCl3), Compound ( 6 ), CN(C)C=O (DMF), O=P(Cl)(Cl)Cl (POCl3), O=P(Cl)(Cl)Cl (POCl3). Run in O (water). Conditions: time 2 hour. The product is C(CC)N1C2=CC=CC=C2C=2C=C(C=C(C12)C1=CC=CC=C1)C=O (N-propylphenyl-3-formylcarbazole). The yield is 79.0%. As a reaction SMILES: [CH2:1]([N:4]1[C:16]2[C:15]([C:17]3[CH:22]=[CH:21][CH:20]=[CH:19][CH:18]=3)=[CH:14][CH:13]=[CH:12][C:11]=2[C:10]2[C:5]1=[CH:6][CH:7]=[CH:8][CH:9]=2)[CH2:2][CH3:3].CN([CH:26]=[O:27])C.O=P(Cl)(Cl)Cl>O>[CH2:1]([N:4]1[C:16]2[C:15]([C:17]3[CH:22]=[CH:21][CH:20]=[CH:19][CH:18]=3)=[CH:14][C:13]([CH:26]=[O:27])=[CH:12][C:11]=2[C:10]2[C:5]1=[CH:6][CH:7]=[CH:8][CH:9]=2)[CH2:2][CH3:3]. Reported procedure: To a 500 ml, three neck round bottom flask equipped with mechanical stirrer, thermometer, and addition funnel were added N-propylphenylcarbazole (56g, 0.2 mol) (prepared as described in the procedure used to prepare Compound (6)) and DMF (300 ml). The flask was placed in an ice/salt bath. When the temperature inside the flask reached 0° C., POCl3 (21 ml, 0.22 mol) was added slowly by the addition funnel. The inside temperature was not allowed to rise above 5° C. during the addition of the POCl3.... Reactants: C(C)(C)(C)P(C1=C(C(=C(C(=C1C)C)C)C)C1=C(C=C(C=C1C(C)C)C(C)C)C(C)C)C(C)(C)C (di-tert-butyl[3,4,5,6-tetramethyl-2′,4′,6′-tri(propan-2-yl)biphenyl-2-yl]phosphane), ClC1=NC=CC=C1C1CC1 (2-chloro-3-cyclopropylpyridine), OC1=CC(=C(C=C1)C1=C(C(N(C(N1C)=O)COCC[Si](C)(C)C)=O)C)C (6-(4-hydroxy-2-methylphenyl)-1,5-dimethyl-3-{[2-(trimethylsilyl)ethoxy]methyl}pyrimidine-2,4(1H,3H)-dione), C([O-])([O-])=O.[Cs+].[Cs+] (cesium carbonate). Reagents/catalysts: C(C)(=O)[O-].[Pd+2].C(C)(=O)[O-] (Palladium(II) acetate). Solvent: O1CCOCC1 (1,4-dioxane), C(C)(=O)OCC (ethyl acetate). Reaction conditions: temperature 120 celsius, time 5 hour. The product is C1(CC1)C=1C(=NC=CC1)OC1=CC(=C(C=C1)C1=C(C(N(C(N1C)=O)COCC[Si](C)(C)C)=O)C)C (6-{4-[(3-cyclopropylpyridin-2-yl)oxy]-2-methylpheny}-1,5-dimethyl-3-{[2-(trimethylsilyl) ethoxy]methyl}pyrimidine-2,4(1H,3H)-dione). RXN SMILES: C(P(C(C)(C)C)C1C(C)=C(C)C(C)=C(C)C=1C1C(C(C)C)=CC(C(C)C)=CC=1C(C)C)(C)(C)C.Cl[C:36]1[C:41]([CH:42]2[CH2:44][CH2:43]2)=[CH:40][CH:39]=[CH:38][N:37]=1.[OH:45][C:46]1[CH:51]=[CH:50][C:49]([C:52]2[N:57]([CH3:58])[C:56](=[O:59])[N:55]([CH2:60][O:61][CH2:62][CH2:63][Si:64]([CH3:67])([CH3:66])[CH3:65])[C:54](=[O:68])[C:53]=2[CH3:69])=[C:48]([CH3:70])[CH:47]=1.C(=O)([O-])[O-].[Cs+].[Cs+]>O1CCOCC1.C(OCC)(=O)C.C([O-])(=O)C.[Pd+2].C([O-])(=O)C>[CH:42]1([C:41]2[C:36]([O:45][C:46]3[CH:51]=[CH:50][C:49]([C:52]4[N:57]([CH3:58])[C:56](=[O:59])[N:55]([CH2:60][O:61][CH2:62][CH2:63][Si:64]([CH3:67])([CH3:66])[CH3:65])[C:54](=[O:68])[C:53]=4[CH3:69])=[C:48]([CH3:70])[CH:47]=3)=[N:37][CH:38]=[CH:39][CH:40]=2)[CH2:44][CH2:43]1 |f:3.4.5,8.9.10|. Procedure: Palladium(II) acetate (61 mg, 0.27 mmol) and di-tert-butyl[3,4,5,6-tetramethyl-2′,4′,6′-tri(propan-2-yl)biphenyl-2-yl]phosphane (130 mg, 0.27 mmol) were added to a mixture of C6 (615 mg, 4.00 mmol), C5 (1.0 g, 2.6 mmol) and cesium carbonate (2.6 g, 8.0 mmol) in 1,4-dioxane (25 mL). The reaction mixture was stirred at 120° C. under microwave irradiation for 5 hours, then diluted with ethyl acetate (50 mL) and filtered. After removal of solvents in vacuo, the residue was purified via silica gel ch... The reactants are CCC1(CO)COC(C)(C)OC1, ClCc1ccccc1, [H-], [Na+], C1CCOC1, O. Yields the product CCC1(COCc2ccccc2)COC(C)(C)OC1. As a reaction SMILES: [CH3:1][C:2]1([CH3:12])[O:3][CH2:4][C:5]([CH2:8][OH:9])([CH2:10][CH3:11])[CH2:6][O:7]1.[Cl:15][CH2:16][c:17]1[cH:18][cH:19][cH:20][cH:21][cH:22]1.[H-:13].[Na+:14].[O:24]1[CH2:25][CH2:26][CH2:27][CH2:28]1.[OH2:23]>>[CH3:1][C:2]1([CH3:12])[O:3][CH2:4][C:5]([CH2:8][O:9][CH2:16][c:17]2[cH:18][cH:19][cH:20][cH:21][cH:22]2)([CH2:10][CH3:11])[CH2:6][O:7]1. Starting materials: ClCC1=CC=C(C=C1)NC(=O)C1=CC2=CC(=CC=C2CC1)C1=CC=C(C=C1)C (N-[4-(chloromethyl)-phenyl]-7-(4-methylphenyl)-3,4-dihydronaphthalene-2-carboxamide), NC(CO)CO (2-amino-1,3-propanediol), O (water). Run in CN(C)C=O (DMF). Reaction conditions: time 72 hour. The product is OCC(CO)NCC1=CC=C(C=C1)NC(=O)C1=CC2=CC(=CC=C2CC1)C1=CC=C(C=C1)C (N-[4-[(1,3-dihydroxy-2-propyl)aminomethyl]phenyl]-7-(4-methyl-phenyl)-3,4-dihydronaphthalene-2-carboxamide). The yield is 35.1%. As a reaction SMILES: Cl[CH2:2][C:3]1[CH:8]=[CH:7][C:6]([NH:9][C:10]([C:12]2[CH2:21][CH2:20][C:19]3[C:14](=[CH:15][C:16]([C:22]4[CH:27]=[CH:26][C:25]([CH3:28])=[CH:24][CH:23]=4)=[CH:17][CH:18]=3)[CH:13]=2)=[O:11])=[CH:5][CH:4]=1.[NH2:29][CH:30]([CH2:33][OH:34])[CH2:31][OH:32].O>CN(C=O)C>[OH:32][CH2:31][CH:30]([NH:29][CH2:2][C:3]1[CH:8]=[CH:7][C:6]([NH:9][C:10]([C:12]2[CH2:21][CH2:20][C:19]3[C:14](=[CH:15][C:16]([C:22]4[CH:27]=[CH:26][C:25]([CH3:28])=[CH:24][CH:23]=4)=[CH:17][CH:18]=3)[CH:13]=2)=[O:11])=[CH:5][CH:4]=1)[CH2:33][OH:34]. Procedure details: In DMF (3ml) was dissolved N-[4-(chloromethyl)-phenyl]-7-(4-methylphenyl)-3,4-dihydronaphthalene-2-carboxamide (150mg), and to the mixture was added 2-amino-1,3-propanediol (106mg). The mixture was stirred at room temperature for 72 hours, and to the mixture was added water (50ml). The mixture was extracted with ethyl acetate. The organic layer was washed with saturated sodium chloride solution, dried with anhydrous sodium sulfate, and concentrated under reduced pressure. The residue was recryst... The reactants are CCO, CNC, COCc1nccc(Cl)n1, O. The product is COCc1nccc(N(C)C)n1. RXN SMILES: [CH3:15][CH2:16][OH:17].[CH3:1][NH:2][CH3:3].[CH3:4][O:5][CH2:6][c:7]1[n:8][cH:9][cH:10][c:11]([Cl:13])[n:12]1.[OH2:14]>>[CH3:1][N:2]([CH3:3])[c:11]1[cH:10][cH:9][n:8][c:7]([CH2:6][O:5][CH3:4])[n:12]1. Starting materials: O=C(c1ccc(Cl)cc1)C1CCN(C(=O)c2ccc(Br)cn2)CC1, CC1COC(=O)N1. Yields the product CC1COC(=O)N1c1ccc(C(=O)N2CCC(C(=O)c3ccc(Cl)cc3)CC2)nc1. Reaction SMILES: [Br:1][c:2]1[cH:3][cH:4][c:5]([C:8](=[O:9])[N:10]2[CH2:11][CH2:12][CH:13]([C:16]([c:17]3[cH:18][cH:19][c:20]([Cl:23])[cH:21][cH:22]3)=[O:24])[CH2:14][CH2:15]2)[n:6][cH:7]1.[CH3:25][CH:26]1[NH:27][C:28](=[O:31])[O:29][CH2:30]1>>[c:2]1([N:27]2[CH:26]([CH3:25])[CH2:30][O:29][C:28]2=[O:31])[cH:3][cH:4][c:5]([C:8](=[O:9])[N:10]2[CH2:11][CH2:12][CH:13]([C:16]([c:17]3[cH:18][cH:19][c:20]([Cl:23])[cH:21][cH:22]3)=[O:24])[CH2:14][CH2:15]2)[n:6][cH:7]1. Starting materials: C(CO)#N (glycolonitrile), [N+](=O)([O-])C=1C=C(C=CC1)S(=O)(=O)Cl (m-nitrobenzenesulfonyl chloride). Product: [N+](=O)([O-])C=1C=C(C=CC1)S(=O)(=O)OCC#N (Cyanomethyl m-nitrobenzenesulfonate). As a reaction SMILES: [C:1](#[N:4])[CH2:2][OH:3].[N+:5]([C:8]1[CH:9]=[C:10]([S:14](Cl)(=[O:16])=[O:15])[CH:11]=[CH:12][CH:13]=1)([O-:7])=[O:6]>>[N+:5]([C:8]1[CH:9]=[C:10]([S:14]([O:3][CH2:2][C:1]#[N:4])(=[O:16])=[O:15])[CH:11]=[CH:12][CH:13]=1)([O-:7])=[O:6]. Procedure: Preparation: The technique of Example 2 is used to react glycolonitrile with m-nitrobenzenesulfonyl chloride. The product is recovered from the reaction mixture by filtration and recrystallized from ethanol. The dried product (45% conversion) is an amber solid, m.p. 66°-69° C. Starting materials: C(C)(=O)OCC(CN[C@H](C)C1=CC=CC=C1)C1=CC=C(C=C1)Br (3-((R)-1-phenylethylamino)-2-(4-bromophenyl)propyl acetate), [OH-].[Na+] (sodium hydroxide). Solvent: CO (methanol). Reaction conditions: time 3 hour. The product is C1(=CC=CC=C1)[C@@H](C)NCC(CO)C1=CC=C(C=C1)Br (3-((R)-1-phenylethylamino)-2-(4-bromophenyl)propan-1-ol). Isolated yield 94.9%. Reaction SMILES: C([O:4][CH2:5][CH:6]([C:17]1[CH:22]=[CH:21][C:20]([Br:23])=[CH:19][CH:18]=1)[CH2:7][NH:8][C@@H:9]([C:11]1[CH:16]=[CH:15][CH:14]=[CH:13][CH:12]=1)[CH3:10])(=O)C.[OH-].[Na+]>CO>[C:11]1([C@H:9]([NH:8][CH2:7][CH:6]([C:17]2[CH:18]=[CH:19][C:20]([Br:23])=[CH:21][CH:22]=2)[CH2:5][OH:4])[CH3:10])[CH:16]=[CH:15][CH:14]=[CH:13][CH:12]=1 |f:1.2|. Reported procedure: To a solution of diastereopure 3-((R)-1-phenylethylamino)-2-(4-bromophenyl)propyl acetate (2.85 g, 7.57 mmol) in methanol (30.3 ml) was added 1.0N-sodium hydroxide (30.3 ml, 30.3 mmol) at 0° C. The mixture was stirred at room temperature for 3 hours. The mixture was partitioned between saturated ammonium chloride solution and chloroform, and the organic layer was dried over sodium sulfate. The solvent was evaporated under reduced pressure to afford diastereopure 3-((R)-1-phenylethylamino)-2-(4-b...